Dataset: the Open Reaction Database (ORD), a public repository of structured organic reaction records. Task: describe an organic reaction: reactants, conditions, products, and yield Starting materials: II (Iodine), O[PH2]=O (H3PO2), aqueous solution, ClC=1C=CC=2N(N1)C(=CN2)C(O)C=2C=C1C=CC=NC1=CC2 ((rac)-(6-chloro-imidazo[1,2-b]pyridazin-3-yl)-quinolin-6-yl-methanol). Run in C(C)(=O)O (acetic acid). Conditions: temperature 110 celsius, time 90 minute. The product is ClC=1C=CC=2N(N1)C(=CN2)C2=NC1=CC=CC=C1C=C2 ((6-Chloro-imidazo[1,2-b]pyridazin-3-yl)-quinoline). RXN SMILES: O[PH2]=O.[Cl:4][C:5]1[CH:6]=[CH:7][C:8]2[N:9]([C:11]([CH:14]([C:16]3[CH:17]=[C:18]4[C:23](=[CH:24][CH:25]=3)[N:22]=C[CH:20]=[CH:19]4)O)=[CH:12][N:13]=2)[N:10]=1.II>C(O)(=O)C>[Cl:4][C:5]1[CH:6]=[CH:7][C:8]2[N:9]([C:11]([C:14]3[CH:16]=[CH:17][C:18]4[C:23](=[CH:24][CH:25]=[CH:20][CH:19]=4)[N:22]=3)=[CH:12][N:13]=2)[N:10]=1. Procedure: H3PO2 (28.8 mL of a 50% aqueous solution, 263 mmol) was added to a solution of (rac)-(6-chloro-imidazo[1,2-b]pyridazin-3-yl)-quinolin-6-yl-methanol (Stage 1.1, 10.89 g, 35.0 mmol) in acetic acid (272 mL) at 80° C. Iodine (13.34 g, 52.6 mmol) was then added and the RM was stirred at 110° C. for 90 min. The RM was cooled down to rt and acetic acid was removed. The residue was taken up in water and DCM. A 2 N NaOH solution was then added until pH=11. The organic layer was then separated and washed ... Reactants: C1OC2=CC=3C=C(C4=CC=C(C=C4C3C=C2O1)OC)CNCCCCCC(=O)O (N-(2,3-Methylenedioxy-6-methoxy-phenanthr-9-ylmethyl)-6-aminohexanoic acid), C1OC2=CC=3C=C(C4=CC=C(C=C4C3C=C2O1)OC)C(=O)O (2,3-Methylenedioxy-6-methoxy-phenanthrene-9-carboxylic acid), N (NH3). Yields the product C1OC2=CC=3C=C(C4=CC=C(C=C4C3C=C2O1)OC)CN1[C@@H](CO)CCC1 (N-(2,3-Methylenedioxy-6-methoxy-phenanthr-9-ylmethyl)-D-prolinol). As a reaction SMILES: [CH2:1]1[O:17][C:16]2[C:3](=[CH:4][C:5]3[CH:6]=[C:7]([CH2:20][NH:21][CH2:22][CH2:23][CH2:24][CH2:25]CC(O)=O)[C:8]4[C:13]([C:14]=3[CH:15]=2)=[CH:12][C:11]([O:18][CH3:19])=[CH:10][CH:9]=4)[O:2]1.[CH2:30]1OC2C(=CC3C=C(C(O)=O)C4C(C=3C=2)=CC(OC)=CC=4)[O:31]1.N>>[CH2:1]1[O:17][C:16]2[C:3](=[CH:4][C:5]3[CH:6]=[C:7]([CH2:20][N:21]4[CH2:25][CH2:24][CH2:23][C@@H:22]4[CH2:30][OH:31])[C:8]4[C:13]([C:14]=3[CH:15]=2)=[CH:12][C:11]([O:18][CH3:19])=[CH:10][CH:9]=4)[O:2]1. Reported procedure: N-(2,3-Methylenedioxy-6-methoxy-phenanthr-9-ylmethyl)-6-aminohexanoic acid (21) General procedures a, b & c from 10 (78%); white powder; mp 167-169° C.; 1H NMR (400.13 MHz) δ 7.88 (d, J=4 Hz, 1H), 7.76 (s, 1H), 7.71 (d, J=2 Hz, 1H), 7.44 (s, 1H), 7.13 (dd, J=4 Hz, 2 Hz, 1H), 7.05 (s, 1H), 5.99 (s, 2H), 3.87 (s, 2H), 3.82 (s, 3H), 2.75 (m, 2H), 2.23 (t, J=6 Hz, 2H), 1.53 (m, 2H), 1.44 (m, 2H), 1.28 (m, 2H); MS (DCI/NH3) m/e: 396 (M+H)+. Anal. (C23H25O5N) C, H, N. Starting materials: ClC=1C=NC=CC1N (3-chloro-4-aminopyridine), ClC1=NC=NC2=C1OCCN2C2CCN(CC2)C(=O)OC(C)C (isopropyl 4-(4-chloro-6H-pyrimido[5,4-b][1,4]oxazin-8(7H)-yl)piperidine-1-carboxylate). Yields the product ClC=1C=NC=CC1NC1=NC=NC2=C1OCCN2C2CCN(CC2)C(=O)OC(C)C (Isopropyl 4-(4-(3-chloropyridin-4-ylamino)-6H-pyrimido[5,4-b][1,4]oxazin-8(7H)-yl)piperidine-1-carboxylate). As a reaction SMILES: [Cl:1][C:2]1[CH:3]=[N:4][CH:5]=[CH:6][C:7]=1[NH2:8].Cl[C:10]1[C:15]2[O:16][CH2:17][CH2:18][N:19]([CH:20]3[CH2:25][CH2:24][N:23]([C:26]([O:28][CH:29]([CH3:31])[CH3:30])=[O:27])[CH2:22][CH2:21]3)[C:14]=2[N:13]=[CH:12][N:11]=1>>[Cl:1][C:2]1[CH:3]=[N:4][CH:5]=[CH:6][C:7]=1[NH:8][C:10]1[C:15]2[O:16][CH2:17][CH2:18][N:19]([CH:20]3[CH2:25][CH2:24][N:23]([C:26]([O:28][CH:29]([CH3:31])[CH3:30])=[O:27])[CH2:22][CH2:21]3)[C:14]=2[N:13]=[CH:12][N:11]=1. Procedure details: By the procedure described in Example 3, with the exception that 3-chloro-4-aminopyridine was used instead of 2-fluoro-4-(methylsulfonyl)aniline, isopropyl 4-(4-chloro-6H-pyrimido[5,4-b][1,4]oxazin-8(7H)-yl)piperidine-1-carboxylate from Example 20A was converted into Example 120. 1H NMR (500 MHz, CDCl3) δ ppm 1.24 (d, J=6.60 Hz, 6H) 1.59-1.64 (m, 2H) 1.66-1.74 (m, 2H) 2.85-2.93 (m, 2H) 3.44-3.47 (m, 2H) 4.25-4.29 (m, 4H) 4.80-4.87 (m, 1H) 4.87-4.94 (m, 1H) 7.60 (s, 1H) 8.09 (s, 1H) 8.31 (d, J=6.... Starting materials: CCN=C=NCCCN(C)C, CN(C)C=O, CCOC(C)=O, CCN(C(C)C)C(C)C, Cl, Cc1nc(N2CCN(CC(=O)NCc3ccc(F)cc3)C2=O)sc1C(=O)O, NCc1cccnc1, On1nnc2ccccc21. Yields the product Cc1nc(N2CCN(CC(=O)NCc3ccc(F)cc3)C2=O)sc1C(=O)NCc1cccnc1. As a reaction SMILES: [CH2:39]([N:40]=[C:41]=[N:42][CH2:43][CH2:44][CH2:45][N:46]([CH3:47])[CH3:48])[CH3:49].[CH3:67][N:68]([CH3:69])[CH:70]=[O:71].[CH3:72][CH2:73][O:74][C:75](=[O:76])[CH3:77].[CH:50]([N:51]([CH2:52][CH3:53])[CH:54]([CH3:55])[CH3:56])([CH3:57])[CH3:58].[ClH:38].[F:1][c:2]1[cH:3][cH:4][c:5]([CH2:6][NH:7][C:8]([CH2:9][N:10]2[C:11](=[O:24])[N:12]([c:15]3[s:16][c:17]([C:21](=[O:22])[OH:23])[c:18]([CH3:20])[n:19]3)[CH2:13][CH2:14]2)=[O:25])[cH:26][cH:27]1.[NH2:59][CH2:60][c:61]1[cH:62][n:63][cH:64][cH:65][cH:66]1.[OH:28][n:29]1[c:30]2[cH:31][cH:32][cH:33][cH:34][c:35]2[n:36][n:37]1>>[F:1][c:2]1[cH:3][cH:4][c:5]([CH2:6][NH:7][C:8]([CH2:9][N:10]2[C:11](=[O:24])[N:12]([c:15]3[s:16][c:17]([C:21](=[O:23])[NH:59][CH2:60][c:61]4[cH:62][n:63][cH:64][cH:65][cH:66]4)[c:18]([CH3:20])[n:19]3)[CH2:13][CH2:14]2)=[O:25])[cH:26][cH:27]1. Reactants: CC1=CC(OC2=CC(=C(C=C12)C)O)=O (4,6-dimethyl-7-hydroxycoumarin), C(=O)([O-])[O-].[K+].[K+] (K2CO3), ClCC(C)=O (chloroacetone). Solvent: CC(=O)C (acetone). Product: CC1=CC(OC2=CC(=C(C=C12)C)OCC(=O)C)=O (4,6-dimethyl-7-acetonyloxycoumarin). Reaction SMILES: [CH3:1][C:2]1[C:11]2[C:6](=[CH:7][C:8]([OH:13])=[C:9]([CH3:12])[CH:10]=2)[O:5][C:4](=[O:14])[CH:3]=1.C([O-])([O-])=O.[K+].[K+].Cl[CH2:22][C:23](=[O:25])[CH3:24]>CC(C)=O>[CH3:1][C:2]1[C:11]2[C:6](=[CH:7][C:8]([O:13][CH2:22][C:23]([CH3:24])=[O:25])=[C:9]([CH3:12])[CH:10]=2)[O:5][C:4](=[O:14])[CH:3]=1 |f:1.2.3|. Procedure details: A mixture of 4,6-dimethyl-7-hydroxycoumarin (III) (5.0 g), anhydrous K2CO3 (10 g), chloroacetone (2.5 ml) and acetone (150 ml) was refluxed for 12 h under stirring. From the refluxed mixture the solid was filtered and washed several times with acetone. The acetonic solution and the pooled washings were concentrated to dryness and the residue crystallized from MeOH, yielding 4,6-dimethyl-7-acetonyloxycoumarin (XXXVII) (5.1 g; m.p. 190° C.) ##STR42## Reactants: N#Cc1nc(Cl)c(Cc2ccccc2)nc1C#N, CCNCC, c1ccccc1. Yields the product CCN(CC)c1nc(C#N)c(C#N)nc1Cc1ccccc1. As a reaction SMILES: [C:1](#[N:2])[c:3]1[n:4][c:5]([CH2:12][c:13]2[cH:14][cH:15][cH:16][cH:17][cH:18]2)[c:6]([Cl:11])[n:7][c:8]1[C:9]#[N:10].[CH2:19]([CH3:20])[NH:21][CH2:22][CH3:23].[cH:24]1[cH:25][cH:26][cH:27][cH:28][cH:29]1>>[C:1](#[N:2])[c:3]1[n:4][c:5]([CH2:12][c:13]2[cH:14][cH:15][cH:16][cH:17][cH:18]2)[c:6]([N:21]([CH2:19][CH3:20])[CH2:22][CH3:23])[n:7][c:8]1[C:9]#[N:10].